describe an organic reaction: reactants, conditions, products, and yield From a dataset of the Open Reaction Database (ORD), a public repository of structured organic reaction records. Yields the product CCCCCCCCCCCCCCCCNc1ccc(C(=O)OC(C)C(N)=O)cc1. The reactants are CCCCCCCCCCCCCCCCNc1ccc(C(=O)OC(C)C#N)cc1, O, O=S(=O)(O)O. Reaction SMILES: [CH2:1]([CH2:2][CH2:3][CH2:4][CH2:5][CH2:6][CH2:7][CH2:8][CH2:9][CH2:10][CH2:11][CH2:12][CH2:13][CH2:14][CH2:15][CH3:16])[NH:17][c:18]1[cH:19][cH:20][c:21]([C:22](=[O:23])[O:24][CH:25]([CH3:26])[C:27]#[N:28])[cH:29][cH:30]1.[OH2:36].[S:31]([OH:32])(=[O:33])(=[O:34])[OH:35]>>[CH2:1]([CH2:2][CH2:3][CH2:4][CH2:5][CH2:6][CH2:7][CH2:8][CH2:9][CH2:10][CH2:11][CH2:12][CH2:13][CH2:14][CH2:15][CH3:16])[NH:17][c:18]1[cH:19][cH:20][c:21]([C:22](=[O:23])[O:24][CH:25]([CH3:26])[C:27]([NH2:28])=[O:32])[cH:29][cH:30]1. Reactants: ClC1=C(C=C(C=C1)C(N1C(C=C(C=C1)C1=NC(=NC=C1)S(=O)(=O)C)=O)C=1C=NN(C1)C)F (1-((4-Chloro-3-fluorophenyl)(1-methyl-1H-pyrazol-4-yl)methyl)-4-(2-(methylsulfonyl)pyrimidin-4-yl)pyridin-2(1H)-one), O1CCC(CC1)N (Tetrahydro-2H-pyran-4-amine). The solvent is CC(=O)N(C)C (DMA), C(C)(=O)OCC (ethyl acetate). Run at temperature 120 celsius, time 1 hour. Yields the product ClC1=C(C=C(C=C1)C(N1C(C=C(C=C1)C1=NC(=NC=C1)NC1CCOCC1)=O)C=1C=NN(C1)C)F (1-((4-chloro-3-fluorophenyl)(1-methyl-1H-pyrazol-4-yl)methyl)-4-(2-((tetrahydro-2H-pyran-4-yl)amino)pyrimidin-4-yl)pyridin-2(1H)-one). RXN SMILES: [Cl:1][C:2]1[CH:7]=[CH:6][C:5]([CH:8]([C:26]2[CH:27]=[N:28][N:29]([CH3:31])[CH:30]=2)[N:9]2[CH:14]=[CH:13][C:12]([C:15]3[CH:20]=[CH:19][N:18]=[C:17](S(C)(=O)=O)[N:16]=3)=[CH:11][C:10]2=[O:25])=[CH:4][C:3]=1[F:32].[O:33]1[CH2:38][CH2:37][CH:36]([NH2:39])[CH2:35][CH2:34]1>CC(N(C)C)=O.C(OCC)(=O)C>[Cl:1][C:2]1[CH:7]=[CH:6][C:5]([CH:8]([C:26]2[CH:27]=[N:28][N:29]([CH3:31])[CH:30]=2)[N:9]2[CH:14]=[CH:13][C:12]([C:15]3[CH:20]=[CH:19][N:18]=[C:17]([NH:39][CH:36]4[CH2:37][CH2:38][O:33][CH2:34][CH2:35]4)[N:16]=3)=[CH:11][C:10]2=[O:25])=[CH:4][C:3]=1[F:32]. Procedure: 1-((4-Chloro-3-fluorophenyl)(1-methyl-1H-pyrazol-4-yl)methyl)-4-(2-(methylsulfonyl)pyrimidin-4-yl)pyridin-2(1H)-one (343 mg, 0.724 mmol) as a solution in DMA (5 mL) was added to a microwave tube equipped with a stir bar. Tetrahydro-2H-pyran-4-amine (366 mg, 3.62 mmol) was then added neat by syringe. The solution was heated in a microwave apparatus with stirring to 120° C. for 1 hour. After 1 hour, the solution was diluted to 30 mL with ethyl acetate and washed with a water/brine mixture (4×30 mL...